describe an organic reaction: reactants, conditions, products, and yield From a dataset of the Open Reaction Database (ORD), a public repository of structured organic reaction records. The reactants are CCOC(C)=O, CCN(C(C)C)C(C)C, O=S(=O)(O)Cl, NCCO, CC1(C)CC(Nc2nccc(-c3ccccc3)n2)CC(C)(C)N1. Yields the product CC1(C)CC(Nc2nccc(-c3cccc(S(=O)(=O)NCCO)c3)n2)CC(C)(C)N1. Reaction SMILES: [CH3:42][CH2:43][O:44][C:45]([CH3:46])=[O:47].[CH:24]([N:25]([CH2:26][CH3:27])[CH:28]([CH3:29])[CH3:30])([CH3:31])[CH3:32].[Cl:37][S:38](=[O:39])(=[O:40])[OH:41].[NH2:33][CH2:34][CH2:35][OH:36].[c:1]1(-[c:7]2[n:8][c:9]([NH:13][CH:14]3[CH2:15][C:16]([CH3:22])([CH3:23])[NH:17][C:18]([CH3:20])([CH3:21])[CH2:19]3)[n:10][cH:11][cH:12]2)[cH:2][cH:3][cH:4][cH:5][cH:6]1>>[c:1]1(-[c:7]2[n:8][c:9]([NH:13][CH:14]3[CH2:15][C:16]([CH3:22])([CH3:23])[NH:17][C:18]([CH3:20])([CH3:21])[CH2:19]3)[n:10][cH:11][cH:12]2)[cH:2][cH:3][cH:4][c:5]([S:38]([NH:33][CH2:34][CH2:35][OH:36])(=[O:39])=[O:40])[cH:6]1.